Dataset: the Open Reaction Database (ORD), a public repository of structured organic reaction records. Task: describe an organic reaction: reactants, conditions, products, and yield Starting materials: C1CCOC1, C[Si](C)(C)[N-][Si](C)(C)C, CI, Cc1cc(C)c(C(C#N)c2nc(C)nc(Cl)c2C)c(C)c1, [Li+]. Yields the product Cc1cc(C)c(C(C)(C#N)c2nc(C)nc(Cl)c2C)c(C)c1. Reaction SMILES: [CH2:34]1[O:35][CH2:36][CH2:37][CH2:38]1.[CH3:22][Si:23]([N-:24][Si:25]([CH3:26])([CH3:27])[CH3:28])([CH3:29])[CH3:30].[CH3:32][I:33].[Cl:1][c:2]1[c:3]([CH3:21])[c:4]([CH:9]([C:10]#[N:11])[c:12]2[c:13]([CH3:20])[cH:14][c:15]([CH3:19])[cH:16][c:17]2[CH3:18])[n:5][c:6]([CH3:8])[n:7]1.[Li+:31]>>[Cl:1][c:2]1[c:3]([CH3:21])[c:4]([C:9]([C:10]#[N:11])([c:12]2[c:13]([CH3:20])[cH:14][c:15]([CH3:19])[cH:16][c:17]2[CH3:18])[CH3:22])[n:5][c:6]([CH3:8])[n:7]1. Starting materials: COC1=CC=C(C=C1)N (p-anisidine), C1(CCCC1)=O (cyclopentanone), [OH-].[Na+] (sodium hydroxide), C(#N)[BH3-].[Na+] (sodium cyanoborohydride). Solvent: CO (methanol), C(C)(=O)O (acetic acid). Run at time 2 hour. Product: C1(CCCC1)NC1=CC=C(OC)C=C1 (N-cyclopentyl-p-anisidine). Isolated yield 55.5%. As a reaction SMILES: [CH3:1][O:2][C:3]1[CH:8]=[CH:7][C:6]([NH2:9])=[CH:5][CH:4]=1.[C:10]1(=O)[CH2:14][CH2:13][CH2:12][CH2:11]1.C([BH3-])#N.[Na+].[OH-].[Na+]>CO.C(O)(=O)C>[CH:10]1([NH:9][C:6]2[CH:7]=[CH:8][C:3]([O:2][CH3:1])=[CH:4][CH:5]=2)[CH2:14][CH2:13][CH2:12][CH2:11]1 |f:2.3,4.5|. Procedure details: A solution of p-anisidine (615 mg), cyclopentanone (420 mg) and acetic acid (2 ml) in methanol (30 ml) was cooled to 0° C., and sodium cyanoborohydride (315 mg) was added portionwise. The resulting solution was stirred at ambient temperature for 2 hours. The reaction mixture was then basified with 1N aqueous sodium hydroxide, and extracted with ethyl acetate. The organic extract was washed with brine, dried over sodium sulfate, and concentrated. The residue was purified by column chromatography ...